Dataset: the Open Reaction Database (ORD), a public repository of structured organic reaction records. Task: describe an organic reaction: reactants, conditions, products, and yield Reactants: CO, OCC1CO1, NCCCN(CC(O)CO)CC(O)CO. Product: OCC(O)CNCCCN(CC(O)CO)CC(O)CO. Reaction SMILES: [CH3:21][OH:22].[CH:16]1([CH2:17][OH:18])[CH2:19][O:20]1.[OH:1][CH:2]([CH2:3][N:4]([CH2:5][CH2:6][CH2:7][NH2:8])[CH2:9][CH:10]([CH2:11][OH:12])[OH:13])[CH2:14][OH:15]>>[OH:1][CH:2]([CH2:3][N:4]([CH2:5][CH2:6][CH2:7][NH:8][CH2:19][CH:16]([CH2:17][OH:18])[OH:20])[CH2:9][CH:10]([CH2:11][OH:12])[OH:13])[CH2:14][OH:15]. Reagents/catalysts: [C].[Pd] (palladium-carbon). Run in CO (methanol). As a reaction SMILES: C([O:8][C:9](=[O:31])[C@@H:10]1[CH2:14][CH2:13][CH2:12][N:11]1[C:15](=[O:30])[CH:16]([CH2:26][CH:27]([CH3:29])[CH3:28])[NH:17][C:18](=[O:25])[C:19]1[CH:24]=[CH:23][CH:22]=[CH:21][CH:20]=1)C1C=CC=CC=1.[H][H]>CO.[C].[Pd]>[C:18]([NH:17][CH:16]([C:15]([N:11]1[CH2:12][CH2:13][CH2:14][C@H:10]1[C:9]([OH:31])=[O:8])=[O:30])[CH2:26][CH:27]([CH3:29])[CH3:28])(=[O:25])[C:19]1[CH:20]=[CH:21][CH:22]=[CH:23][CH:24]=1 |f:3.4|. Reactants: C(C1=CC=CC=C1)OC([C@H]1N(CCC1)C(C(NC(C1=CC=CC=C1)=O)CC(C)C)=O)=O (N-benzoyl-D,L-leucyl-L-proline benzyl ester), [H][H] (hydrogen). The yield is 95.3%. Product: C(C1=CC=CC=C1)(=O)NC(CC(C)C)C(=O)N1[C@H](C(=O)O)CCC1 (N-benzoyl-D,L-leucyl-L-proline). Procedure: N-benzoyl-D,L-leucyl-L-proline benzyl ester (2 g) was dissolved in methanol (40 ml), and 10% palladium-carbon (200 mg) was added. The resulting mixture aerated with hydrogen was allowed to react at room temperature for 3 h, filtered and concentrated under reduced pressure to remove the solvent to give a white foam-like solid (1.5 g, 98%), which was directly used for the next reaction.